Dataset: the Open Reaction Database (ORD), a public repository of structured organic reaction records. Task: describe an organic reaction: reactants, conditions, products, and yield Starting materials: O=C([O-])O, CCc1c(-c2ccc(O)cc2)c2c(Cc3ccccc3)cc3cccc1n32, CC(=O)OC(C)=O, [Na+], C1CCOC1, c1ccncc1. Yields the product CCc1c(-c2ccc(OC(C)=O)cc2)c2c(Cc3ccccc3)cc3cccc1n32. Reaction SMILES: [C:41](=[O:42])([O-:43])[OH:44].[CH2:1]([c:2]1[cH:3][cH:4][cH:5][cH:6][cH:7]1)[c:8]1[cH:9][c:10]2[n:11]3[c:12]1[c:13](-[c:21]1[cH:22][cH:23][c:24]([OH:27])[cH:25][cH:26]1)[c:14]([CH2:19][CH3:20])[c:15]3[cH:16][cH:17][cH:18]2.[CH3:34][C:35](=[O:36])[O:37][C:38](=[O:39])[CH3:40].[Na+:45].[O:46]1[CH2:47][CH2:48][CH2:49][CH2:50]1.[cH:28]1[cH:29][cH:30][n:31][cH:32][cH:33]1>>[CH2:1]([c:2]1[cH:3][cH:4][cH:5][cH:6][cH:7]1)[c:8]1[cH:9][c:10]2[n:11]3[c:12]1[c:13](-[c:21]1[cH:22][cH:23][c:24]([O:27][C:35]([CH3:34])=[O:36])[cH:25][cH:26]1)[c:14]([CH2:19][CH3:20])[c:15]3[cH:16][cH:17][cH:18]2. Reactants: CCCC(=O)C1C(=O)CC(CC(C)SCC)C(C)C1=O, CCON, CCO, O. The product is CCCC(NOCC)=C1C(=O)CC(CC(C)SCC)C(C)C1=O. Reaction SMILES: [C:4]([CH2:5][CH2:6][CH3:7])(=[O:8])[CH:9]1[C:10](=[O:23])[CH2:11][CH:12]([CH2:17][CH:18]([CH3:19])[S:20][CH2:21][CH3:22])[CH:13]([CH3:16])[C:14]1=[O:15].[CH2:24]([CH3:25])[O:26][NH2:27].[CH3:1][CH2:2][OH:3].[OH2:28]>>[C:4]([CH2:5][CH2:6][CH3:7])(=[C:9]1[C:10](=[O:23])[CH2:11][CH:12]([CH2:17][CH:18]([CH3:19])[S:20][CH2:21][CH3:22])[CH:13]([CH3:16])[C:14]1=[O:15])[NH:27][O:26][CH2:24][CH3:25]. Reactants: CCOC1(c2ccc(C#Cc3ccc(CC(=O)OC)cc3)cc2C(C)(C)C)CC1, CC#N, CCO, [Na+], C1CCOC1, [OH-], O. Product: CCOC1(c2ccc(C#Cc3ccc(CC(=O)O)cc3)cc2C(C)(C)C)CC1. As a reaction SMILES: [CH2:1]([CH3:2])[O:3][C:4]1([c:7]2[c:8]([C:26]([CH3:27])([CH3:28])[CH3:29])[cH:9][c:10]([C:13]#[C:14][c:15]3[cH:16][cH:17][c:18]([CH2:21][C:22](=[O:23])[O:24][CH3:25])[cH:19][cH:20]3)[cH:11][cH:12]2)[CH2:5][CH2:6]1.[CH3:33][C:34]#[N:35].[CH3:36][CH2:37][OH:38].[Na+:31].[O:39]1[CH2:40][CH2:41][CH2:42][CH2:43]1.[OH-:30].[OH2:32]>>[CH2:1]([CH3:2])[O:3][C:4]1([c:7]2[c:8]([C:26]([CH3:27])([CH3:28])[CH3:29])[cH:9][c:10]([C:13]#[C:14][c:15]3[cH:16][cH:17][c:18]([CH2:21][C:22](=[O:23])[OH:24])[cH:19][cH:20]3)[cH:11][cH:12]2)[CH2:5][CH2:6]1. Starting materials: [N+](=O)([O-])C1=CC=C(NC=2C=C(C=CC2)O)C=C1 (3-(4-nitroanilino)phenol). Reagents/catalysts: [C].[Pd] (palladium-carbon). The solvent is alcohol. The product is NC1=CC=C(NC=2C=C(C=CC2)O)C=C1 (3-(4-aminoanilino)phenol). As a reaction SMILES: [N+:1]([C:4]1[CH:17]=[CH:16][C:7]([NH:8][C:9]2[CH:10]=[C:11]([OH:15])[CH:12]=[CH:13][CH:14]=2)=[CH:6][CH:5]=1)([O-])=O>[C].[Pd]>[NH2:1][C:4]1[CH:17]=[CH:16][C:7]([NH:8][C:9]2[CH:10]=[C:11]([OH:15])[CH:12]=[CH:13][CH:14]=2)=[CH:6][CH:5]=1 |f:1.2|. Procedure details: 20 Grams of 3-(4-nitroanilino)phenol was reduced under ordinary pressure in alcohol by the use of a palladium-carbon catalyst. After removing the catalyst by filtration, the alcohol was distilled off under reduced pressure and the residual solids were washed with benzene. The yield was 14 g, and melting point was 146°-149° C.